The task is: describe an organic reaction: reactants, conditions, products, and yield. This data is from the Open Reaction Database (ORD), a public repository of structured organic reaction records. Starting materials: products, OC1CC(NCCC1(C=1SC(=CN1)C1=CC(=CC(=C1)NC1=NC=CC(=N1)C(F)(F)F)C)O)=O (4,5-dihydroxy-5-[5-(3-methyl-5-{[4-(trifluoromethyl)pyrimidin-2-yl]amino}phenyl)-1,3-thiazol-2-yl]azepan-2-one), C[N+]1(CCOCC1)[O-] (4-methylmorpholine N-oxide). Reagents/catalysts: [Os](=O)(=O)(=O)=O (Osmium tetroxide). Run in CC(=O)C (acetone), O (water). Conditions: time 1 hour. Product: OC1(CCC(NCC1O)=O)C=1SC(=CN1)C1=CC(=CC(=C1)NC1=NC=CC(=N1)C(F)(F)F)C (5,6-dihydroxy-5-[5-(3-methyl-5-{[4-(trifluoromethyl)pyrimidin-2-yl]amino}phenyl)-1,3-thiazol-2-yl]azepan-2-one). Isolated yield 37.0%. Reaction SMILES: C[N+]1([O-])CC[O:5]CC1.O[CH:10]1[C:16]([OH:40])([C:17]2[S:18][C:19]([C:22]3[CH:27]=[C:26]([NH:28][C:29]4[N:34]=[C:33]([C:35]([F:38])([F:37])[F:36])[CH:32]=[CH:31][N:30]=4)[CH:25]=[C:24]([CH3:39])[CH:23]=3)=[CH:20][N:21]=2)[CH2:15][CH2:14][NH:13][C:12](=[O:41])[CH2:11]1>CC(C)=O.O.[Os](=O)(=O)(=O)=O>[OH:40][C:16]1([C:17]2[S:18][C:19]([C:22]3[CH:27]=[C:26]([NH:28][C:29]4[N:34]=[C:33]([C:35]([F:36])([F:38])[F:37])[CH:32]=[CH:31][N:30]=4)[CH:25]=[C:24]([CH3:39])[CH:23]=3)=[CH:20][N:21]=2)[CH:15]([OH:5])[CH2:14][NH:13][C:12](=[O:41])[CH2:11][CH2:10]1. Procedure details: The 70:30 mixture of products from Step 1 (100 mg, 0.22 mmol) was dissolved in acetone (1 mL) and water (125 μL). Osmium tetroxide (4% in H2O, 548 μL, 0.09 mmol) and 4-methylmorpholine N-oxide (105 mg, 0.90 mmol) were added and the suspension was stirred for 1 h at room temperature. The reaction was quenched with 5% aqueous sodium thiosulfate and stirred for 15 minutes. The mixture was washed with ethyl acetate (3×), and the combined organic layers were dried over sodium sulfate, filtered, and c... Procedure: Reaction of N-benzylidenemethylamine 28i or 2-naphthaldehyde 29i and tosylmethylisocyanide (Tosmic) with K2CO3 as the base yielded 1-methyl-5-(2-naphthyl)-1H-imidazole 28 or 5-(2-naphthyl)-1,3-oxazole 29, respectively: RXN SMILES: [CH:1](=[CH:8][NH2:9])[C:2]1[CH:7]=[CH:6][CH:5]=[CH:4][CH:3]=1.[CH:10]1[C:19]2[C:14](=[CH:15][CH:16]=[CH:17][CH:18]=2)[CH:13]=[CH:12][C:11]=1[CH:20]=[O:21].S([CH2:32][N+:33]#[C-:34])(C1C=CC(C)=CC=1)(=O)=O.C([O-])([O-])=O.[K+].[K+]>>[CH3:34][N:33]1[C:1]([C:2]2[CH:7]=[CH:6][C:5]3[C:4](=[CH:10][CH:11]=[CH:12][CH:13]=3)[CH:3]=2)=[CH:8][N:9]=[CH:32]1.[CH:10]1[C:19]2[C:14](=[CH:15][CH:16]=[CH:17][CH:18]=2)[CH:13]=[CH:12][C:11]=1[C:20]1[O:21][CH:34]=[N:33][CH:32]=1 |f:3.4.5|. Yields the product CN1C=NC=C1C1=CC2=CC=CC=C2C=C1 (1-methyl-5-(2-naphthyl)-1H-imidazole), C1=C(C=CC2=CC=CC=C12)C1=CN=CO1 (5-(2-naphthyl)-1,3-oxazole). Starting materials: C(C1=CC=CC=C1)=CN (N-benzylidenemethylamine), C1=C(C=CC2=CC=CC=C12)C=O (2-naphthaldehyde), S(=O)(=O)(C1=CC=C(C)C=C1)C[N+]#[C-] (tosylmethylisocyanide), C(=O)([O-])[O-].[K+].[K+] (K2CO3). The reactants are C1CCOC1, CC12CC(=O)C3C(CCC4CC(=O)CCC43C)C1CCC2=O, CCC(C)[BH-](C(C)CC)C(C)CC, [K+]. Product: CC12CC(=O)C3C(CCC4CC(O)CCC43C)C1CCC2=O. RXN SMILES: [CH2:37]1[O:38][CH2:39][CH2:40][CH2:41]1.[CH3:15][C:16]12[C:17](=[O:36])[CH2:18][CH2:19][CH:20]1[CH:21]1[CH2:22][CH2:23][CH:24]3[CH2:25][C:26](=[O:35])[CH2:27][CH2:28][C:29]3([CH3:30])[CH:31]1[C:32](=[O:34])[CH2:33]2.[CH:1]([BH-:2]([CH:3]([CH2:4][CH3:5])[CH3:6])[CH:7]([CH2:8][CH3:9])[CH3:10])([CH2:11][CH3:12])[CH3:13].[K+:14]>>[CH3:15][C:16]12[C:17](=[O:36])[CH2:18][CH2:19][CH:20]1[CH:21]1[CH2:22][CH2:23][CH:24]3[CH2:25][CH:26]([OH:35])[CH2:27][CH2:28][C:29]3([CH3:30])[CH:31]1[C:32](=[O:34])[CH2:33]2. The reactants are [BH4-], CCO, O=Cc1ccccc1, Nc1c(-c2ccccc2)sc2ccccc12, [Na+], O. The product is c1ccc(CNc2c(-c3ccccc3)sc3ccccc23)cc1. RXN SMILES: [BH4-:25].[CH3:27][CH2:28][OH:29].[CH:17](=[O:18])[c:19]1[cH:20][cH:21][cH:22][cH:23][cH:24]1.[NH2:1][c:2]1[c:3]2[c:4]([s:5][c:6]1-[c:7]1[cH:8][cH:9][cH:10][cH:11][cH:12]1)[cH:13][cH:14][cH:15][cH:16]2.[Na+:26].[OH2:30]>>[NH:1]([c:2]1[c:3]2[c:4]([s:5][c:6]1-[c:7]1[cH:8][cH:9][cH:10][cH:11][cH:12]1)[cH:13][cH:14][cH:15][cH:16]2)[CH2:17][c:19]1[cH:20][cH:21][cH:22][cH:23][cH:24]1.